From a dataset of the Open Reaction Database (ORD), a public repository of structured organic reaction records. describe an organic reaction: reactants, conditions, products, and yield Starting materials: ClC1=CC=C(C=C1)C(C)(C)C(C(=O)N)=C ((-(4-chlorophenyl)-1-methylethyl]acrylamide), N1C=NC(=C1)C=O (imidazole-4-carboxaldehyde), [OH-].C(C1=CC=CC=C1)[N+](C)(C)C (benzyltrimethylammonium hydroxide), solution, O1CCOCC1 (1,4-dioxane). Run in CO (methanol). Conditions: temperature 95 celsius. Product: ClC1=CC=C(C=C1)C(C)(C)NC(CCN1C=NC(=C1)C=O)=O (N-[1-(4-chlorophenyl)-1-methylethyl]-3-(4-formylimidazol-1-yl) propionamide). Reaction SMILES: [Cl:1][C:2]1[CH:7]=[CH:6][C:5]([C:8]([C:11](=C)C(N)=O)([CH3:10])C)=[CH:4][CH:3]=1.[NH:16]1[CH:20]=[C:19]([CH:21]=[O:22])[N:18]=[CH:17]1.[OH-].[CH2:24]([N+:31](C)(C)C)[C:25]1C=CC=C[CH:26]=1.[O:35]1CCOCC1>CO>[Cl:1][C:2]1[CH:3]=[CH:4][C:5]([C:8]([NH:31][C:24](=[O:35])[CH2:25][CH2:26][N:16]2[CH:20]=[C:19]([CH:21]=[O:22])[N:18]=[CH:17]2)([CH3:10])[CH3:11])=[CH:6][CH:7]=1 |f:2.3|. Reported procedure: A mixture of N-[(-(4-chlorophenyl)-1-methylethyl]acrylamide (22.35 g), imidazole-4-carboxaldehyde (9.6 g), benzyltrimethylammonium hydroxide (2.24 ml of a 40% solution in methanol, Triton®B) and 1,4-dioxane (112 ml) was stirred and heated at 95° C. for 6 hours and then worked up as described in Example 19a to give N-[1-(4-chlorophenyl)-1-methylethyl]-3-(4-formylimidazol-1-yl) propionamide, m.p. 151-153° C.